Dataset: the Open Reaction Database (ORD), a public repository of structured organic reaction records. Task: describe an organic reaction: reactants, conditions, products, and yield Conditions: temperature 65 celsius, time 72 hour. Starting materials: S(=O)(=O)(C1=CC=C(C)C=C1)N1C=CC=2C1=NC=C(N2)C(=O)OC (methyl 5-tosyl-5H-pyrrolo[2,3-b]pyrazine-2-carboxylate), Cl (HCl). The yield is 72.4%. Procedure: To a solution of methyl 5-tosyl-5H-pyrrolo[2,3-b]pyrazine-2-carboxylate (2.5 g, 7.5 mmol) in 1,4-dioxane (50 mL) was added aqueous 6 N HCl (50.0 mL, 1650 mmol) and the reaction mixture was stirred at about 65° C. for about 5 h and at room temperature for about 72 h. The mixture was re-heated to about 60° C. for about 3 h, and stirred at room temperature for about 48 h. The mixture was re-heated to about 65° C. for about 2 h and then cooled to room temperature. An insoluble bright yellow residue ... Yields the product Cl.S(=O)(=O)(C1=CC=C(C)C=C1)N1C=CC=2C1=NC=C(N2)C(=O)O (5-tosyl-5H-pyrrolo[2,3-b]pyrazine-2-carboxylic acid hydrochloride). As a reaction SMILES: [S:1]([N:11]1[C:15]2=[N:16][CH:17]=[C:18]([C:20]([O:22]C)=[O:21])[N:19]=[C:14]2[CH:13]=[CH:12]1)([C:4]1[CH:10]=[CH:9][C:7]([CH3:8])=[CH:6][CH:5]=1)(=[O:3])=[O:2].[ClH:24]>O1CCOCC1>[ClH:24].[S:1]([N:11]1[C:15]2=[N:16][CH:17]=[C:18]([C:20]([OH:22])=[O:21])[N:19]=[C:14]2[CH:13]=[CH:12]1)([C:4]1[CH:5]=[CH:6][C:7]([CH3:8])=[CH:9][CH:10]=1)(=[O:3])=[O:2] |f:3.4|. The solvent is O1CCOCC1 (1,4-dioxane).